This data is from the Open Reaction Database (ORD), a public repository of structured organic reaction records. The task is: describe an organic reaction: reactants, conditions, products, and yield Starting materials: O (water), BrC1=CC(=C(C=C1)N(CCCCCC(=O)O)CC1=CC=C(C=C1)OC)C=O (6-((4-bromo-2-formylphenyl) (4-methoxybenzyl)amino)hexanoic acid), C([O-])([O-])=O.[K+].[K+] (potassium carbonate), IC (iodomethane). Run in CN(C)C=O (DMF), CN(C)C=O (DMF). Run at time 2 hour. The product is BrC1=CC(=C(C=C1)N(CCCCCC(=O)OC)CC1=CC=C(C=C1)OC)C=O (methyl 6-((4-bromo-2-formylphenyl)(4-methoxybenzyl)amino)hexanoate). Isolated yield 92.3%. Reaction SMILES: [Br:1][C:2]1[CH:7]=[CH:6][C:5]([N:8]([CH2:17][C:18]2[CH:23]=[CH:22][C:21]([O:24][CH3:25])=[CH:20][CH:19]=2)[CH2:9][CH2:10][CH2:11][CH2:12][CH2:13][C:14]([OH:16])=[O:15])=[C:4]([CH:26]=[O:27])[CH:3]=1.[C:28](=O)([O-])[O-].[K+].[K+].IC.O>CN(C=O)C>[Br:1][C:2]1[CH:7]=[CH:6][C:5]([N:8]([CH2:17][C:18]2[CH:23]=[CH:22][C:21]([O:24][CH3:25])=[CH:20][CH:19]=2)[CH2:9][CH2:10][CH2:11][CH2:12][CH2:13][C:14]([O:16][CH3:28])=[O:15])=[C:4]([CH:26]=[O:27])[CH:3]=1 |f:1.2.3|. Procedure: To a solution of 6-((4-bromo-2-formylphenyl) (4-methoxybenzyl)amino)hexanoic acid (32.0 g) and potassium carbonate (12.2 g) in DMF (300 ml) was added dropwise a solution of iodomethane (14.6 g) in DMF (100 ml) under nitrogen atmosphere at 0° C. After returning to room temperature, the reaction mixture was stirred for 2 hours, then water was added and the mixture was extracted with ethyl acetate. The organic layer was washed with water five times and with saturated brine once, and dried with magn... Reactants: [Br-].C(CC1=CC=CC=C1)[P+](C1=CC=CC=C1)(C1=CC=CC=C1)C1=CC=CC=C1 (phenethyltriphenylphosphonium bromide), [Li]CCCC (n-BuLi), C(C)C1=CC=C(C=C1)CC(C=O)(C)C (3-(4-ethylphenyl)-2,2-dimethylpropanal). Product: CC(CC1=CC=C(C=C1)CC)(C=CCC1=CC=CC=C1)C (1-(2,2-Dimethyl-5-phenylpent-3-enyl)-4-ethylbenzene). Isolated yield 51.2%. As a reaction SMILES: [Br-].[CH2:2]([P+](C1C=CC=CC=1)(C1C=CC=CC=1)C1C=CC=CC=1)[CH2:3][C:4]1[CH:9]=[CH:8][CH:7]=[CH:6][CH:5]=1.[Li]CCCC.[CH2:34]([C:36]1[CH:41]=[CH:40][C:39]([CH2:42][C:43]([CH3:47])([CH3:46])[CH:44]=O)=[CH:38][CH:37]=1)[CH3:35]>>[CH3:44][C:43]([CH3:46])([CH:47]=[CH:2][CH2:3][C:4]1[CH:5]=[CH:6][CH:7]=[CH:8][CH:9]=1)[CH2:42][C:39]1[CH:38]=[CH:37][C:36]([CH2:34][CH3:35])=[CH:41][CH:40]=1 |f:0.1|. Procedure: Starting from phenethyltriphenylphosphonium bromide (2.23 g, 4.98 mmol, 1.0 equiv.), n-BuLi (1.6 M in hexanes, 3.1 mL, 4.98 mmol, 1.0 equiv.) and 3-(4-ethylphenyl)-2,2-dimethylpropanal (1.42 g, 7.48 mmol, 1.5 equiv.), 0.71 g (51%) of the title compound as a colorless oil was obtained after purification by flash chromatography on SiO2 (cyclohexane/EtOAc 997:3). Starting materials: S1N=C(C=N1)CSCCS (2-((1,2,5-thiadiazol-3-yl)methylthio)ethane thiol), C(#N)NC(SC)=NC (N-cyano-N',S-dimethylisothiourea). Yields the product S1N=C(C=N1)CSCCSC(NC#N)=NC (S-[2-((1,2,5-Thiadiazol-3-yl)methylthio)ethyl]-N-cyano-N'-methylisothiourea). Reaction SMILES: [S:1]1[N:5]=[CH:4][C:3]([CH2:6][S:7][CH2:8][CH2:9][SH:10])=[N:2]1.[C:11]([NH:13][C:14](=[N:17][CH3:18])SC)#[N:12]>>[S:1]1[N:5]=[CH:4][C:3]([CH2:6][S:7][CH2:8][CH2:9][S:10][C:14](=[N:17][CH3:18])[NH:13][C:11]#[N:12])=[N:2]1. Reported procedure: Conversion of 3-bromomethyl-1,2,5-thiadiazone into 2-((1,2,5-thiadiazol-3-yl)methylthio)ethane thiol by the precedure of Example 1 and treatment of this product with N-cyano-N',S-dimethylisothiourea according to the procedure of Example 2 leads to the production of the title compound.